The task is: describe an organic reaction: reactants, conditions, products, and yield. This data is from the Open Reaction Database (ORD), a public repository of structured organic reaction records. The reactants are N (ammonia), C(C)OC1=NS(C(=C1Br)C(=O)OCC)=O (3-Ethoxy-4-bromo-5-ethoxycarbonylisothiazole-1-oxide), ice. The solvent is C(C)#N (acetonitrile), C(C)#N (acetonitrile). Yields the product C(C)OC1=NS(C(=C1N)C(=O)OCC)=O (3-Ethoxy-4-amino-5-ethoxycarbonylisothiazole-1-oxide). The yield is 78.0%. As a reaction SMILES: [CH2:1]([O:3][C:4]1[C:8](Br)=[C:7]([C:10]([O:12][CH2:13][CH3:14])=[O:11])[S:6](=[O:15])[N:5]=1)[CH3:2].[NH3:16]>C(#N)C>[CH2:1]([O:3][C:4]1[C:8]([NH2:16])=[C:7]([C:10]([O:12][CH2:13][CH3:14])=[O:11])[S:6](=[O:15])[N:5]=1)[CH3:2]. Procedure: 3-Ethoxy-4-bromo-5-ethoxycarbonylisothiazole-1-oxide (1.48 g, 5.0 mmol) was dissolved in fifteen ml of dry acetonitrile. The solution was cooled in ice and a solution of anhydrous ammonia in cold acetonitrile (0.105 mol in 5 ml) was added dropwise in excess. After stirring in the ice bath for 41/4 hours the reaction was complete. The title compound (1.16 g 78%, mp 153.5°-155° C.) was obtained as a yellow solid by chromatography on silica gel (chloroform). Reactants: COC(=O)c1ccc(CBr)cc1, CN(C)C=O, [H-], O=[N+]([O-])c1cc[nH]n1, [Na+], O. Product: COC(=O)c1ccc(Cn2ccc([N+](=O)[O-])n2)cc1. Reaction SMILES: [CH3:11][O:12][C:13]([c:14]1[cH:15][cH:16][c:17]([CH2:20][Br:21])[cH:18][cH:19]1)=[O:22].[CH3:24][N:25]([CH3:26])[CH:27]=[O:28].[H-:9].[N+:1](=[O:2])([O-:3])[c:4]1[n:5][nH:6][cH:7][cH:8]1.[Na+:10].[OH2:23]>>[N+:1](=[O:2])([O-:3])[c:4]1[n:5][n:6]([CH2:20][c:17]2[cH:16][cH:15][c:14]([C:13]([O:12][CH3:11])=[O:22])[cH:19][cH:18]2)[cH:7][cH:8]1. The reactants are CCCc1noc(CCNC(=O)OC(C)(C)C)n1, ClCCl, O=C(O)C(F)(F)F. Yields the product CCCc1noc(CCN)n1. RXN SMILES: [C:8]([O:9][C:10](=[O:11])[NH:14][CH2:15][CH2:16][c:17]1[n:18][c:19]([CH2:22][CH2:23][CH3:24])[n:20][o:21]1)([CH3:12])([CH3:13])[CH3:25].[Cl:26][CH2:27][Cl:28].[F:1][C:2]([F:3])([F:4])[C:5]([OH:6])=[O:7]>>[NH2:14][CH2:15][CH2:16][c:17]1[n:18][c:19]([CH2:22][CH2:23][CH3:24])[n:20][o:21]1. Reactants: COC(=O)c1cc(O)cc(OCC(=O)O)c1, CCN=C=NCCCN(C)C, CN(C)CCN, CN(C)C=O, On1nnc2ccccc21. The product is COC(=O)c1cc(O)cc(OCC(=O)NCCN(C)C)c1. As a reaction SMILES: [C:1](=[O:2])([OH:3])[CH2:4][O:5][c:6]1[cH:7][c:8]([C:9](=[O:10])[O:11][CH3:12])[cH:13][c:14]([OH:16])[cH:15]1.[CH2:33]([N:34]=[C:35]=[N:36][CH2:37][CH2:38][CH2:39][N:40]([CH3:41])[CH3:42])[CH3:43].[CH3:17][N:18]([CH2:19][CH2:20][NH2:21])[CH3:22].[CH3:44][N:45]([CH3:46])[CH:47]=[O:48].[OH:23][n:24]1[c:25]2[cH:26][cH:27][cH:28][cH:29][c:30]2[n:31][n:32]1>>[C:1](=[O:3])([CH2:4][O:5][c:6]1[cH:7][c:8]([C:9](=[O:10])[O:11][CH3:12])[cH:13][c:14]([OH:16])[cH:15]1)[NH:21][CH2:20][CH2:19][N:18]([CH3:17])[CH3:22]. The reactants are C(CCO)O (1,3-propanediol), [Na] (sodium), ClC1=C(C#N)C=CC(=C1)F (2-chloro-4-fluoro-benzonitrile). The solvent is O (water). Reaction conditions: time 10 minute. The product is ClC1=C(C#N)C=CC(=C1)OCCCO (2-chloro-4-(3-hydroxy-propoxy)-benzonitrile). Yield: 50.6%. As a reaction SMILES: [CH2:1]([OH:5])[CH2:2][CH2:3][OH:4].[Na].[Cl:7][C:8]1[CH:15]=[C:14](F)[CH:13]=[CH:12][C:9]=1[C:10]#[N:11]>O>[Cl:7][C:8]1[CH:15]=[C:14]([O:4][CH2:3][CH2:2][CH2:1][OH:5])[CH:13]=[CH:12][C:9]=1[C:10]#[N:11] |^1:5|. Procedure details: To 1,3-propanediol (320 mg, 4.2 mmol) was added sodium (21 mg, 0.92 mmol). The mixture is stirred at room temperature for 10 minutes and 2-chloro-4-fluoro-benzonitrile (156 mg, 1.0 mmol) was added. The reaction was heated to 105° C. for 24 hours. The reaction was cooled to room temperature, was diluted with water and was extracted with Et2O (3×). The organic solution was dried (MgSO4), filtered and concentrated. The residue was purified by reverse phase high pressure chromatography eluting with ... Starting materials: ClC1=C(C(=CC(=C1)Cl)Cl)N1NC(=C2C1=NC(=NC2=O)CC2=CC=C(C=C2)NC(CCl)=O)C(C)C (1-(2,4,6-trichlorophenyl)-3-isopropyl-6-(4-(chloroacetamido)benzyl)pyrazolo[3,4-d]pyrimidin-4-one), N1CCNCC1 (piperazine), O (water). Run in CN(C)C=O.C1CCOC1 (DMF THF). Run at time 8 hour. Product: ClC1=C(C(=CC(=C1)Cl)Cl)N1NC(=C2C1=NC(=NC2=O)CC2=CC=C(C=C2)NC(=O)CN2CCNCC2)C(C)C (1-(2,4,6-trichlorophenyl)-3-isopropyl-6-(4-(piperazin-1-ylmethylcarbonylamino)benzyl)pyrazolo[3,4-d]pyrimidin-4-one). Isolated yield 71.0%. RXN SMILES: [Cl:1][C:2]1[CH:7]=[C:6]([Cl:8])[CH:5]=[C:4]([Cl:9])[C:3]=1[N:10]1[C:14]2=[N:15][C:16]([CH2:20][C:21]3[CH:26]=[CH:25][C:24]([NH:27][C:28](=[O:31])[CH2:29]Cl)=[CH:23][CH:22]=3)=[N:17][C:18](=[O:19])[C:13]2=[C:12]([CH:32]([CH3:34])[CH3:33])[NH:11]1.[NH:35]1[CH2:40][CH2:39][NH:38][CH2:37][CH2:36]1.O>CN(C=O)C.C1COCC1>[Cl:9][C:4]1[CH:5]=[C:6]([Cl:8])[CH:7]=[C:2]([Cl:1])[C:3]=1[N:10]1[C:14]2=[N:15][C:16]([CH2:20][C:21]3[CH:26]=[CH:25][C:24]([NH:27][C:28]([CH2:29][N:35]4[CH2:40][CH2:39][NH:38][CH2:37][CH2:36]4)=[O:31])=[CH:23][CH:22]=3)=[N:17][C:18](=[O:19])[C:13]2=[C:12]([CH:32]([CH3:34])[CH3:33])[NH:11]1 |f:3.4|. Reported procedure: Part B: To a stirred solution of 300 mg (0.55 mmol) of 1-(2,4,6-trichlorophenyl)-3-isopropyl-6-(4-(chloroacetamido)benzyl)pyrazolo[3,4-d]pyrimidin-4-one in 6 mL of 1:1 DMF-THF was added 1 g of piperazine. The solution was stirred overnight at ambient temperature and poured into water. The mixture was extracted twice with EtOAc, and the combined organic extracts were washed (brine), dried (MgSO4), and concentrated under reduced pressure to afford 230 mg (71%) of 1-(2,4,6-trichlorophenyl)-3-isopro... The reactants are BrC=1C=CC(=[N+](C1)[O-])C(C)(C)O (5-bromo-2-(1-hydroxy-1-methylethyl)pyridine N-oxide), S(O)(O)(=O)=O (sulfuric acid), [OH-].[Na+] (sodium hydroxide). Conditions: temperature 130 celsius. The product is BrC=1C=CC(=[N+](C1)[O-])C(=C)C (5-Bromo-2-(1-methylvinyl)pyridine N-oxide). As a reaction SMILES: [Br:1][C:2]1[CH:3]=[CH:4][C:5]([C:9](O)([CH3:11])[CH3:10])=[N+:6]([O-:8])[CH:7]=1.S(=O)(=O)(O)O.[OH-].[Na+]>>[Br:1][C:2]1[CH:3]=[CH:4][C:5]([C:9]([CH3:11])=[CH2:10])=[N+:6]([O-:8])[CH:7]=1 |f:2.3|. Procedure details: A mixture of 5-bromo-2-(1-hydroxy-1-methylethyl)pirydine N-oxide from step 2 of example 30 (1.29 g) and 25% aqueous sulfuric acid was heated at 130° C. for 2 days. After cooling, the mixture was made slightly basic using 10N aqueous sodium hydroxide and partitioned between ethyl acetate and water. The crude product from evaporation of the organic phase was used as such in step 2. Starting materials: [N+](=[N-])=C1COC2=CC=C(C=C2C1=O)OCC1=CC=CC=C1 (3-diazo-6-benzyloxy-4-chromanone), COC1=CC=C(C=C1)O (p-methoxyphenol). The reagents and catalysts are CC(=O)O.CC(=O)O.CC(=O)O.CC(=O)O.[Rh].[Rh] (Rhodium (II) acetate dimer). The solvent is C1(=CC=CC=C1)C (toluene), C(C)(=O)OCC (ethyl acetate). Yields the product C(C1=CC=CC=C1)OC=1C=C2C(C(COC2=CC1)OC1=CC=C(C=C1)OC)=O (6-Benzyloxy-3-(4-methoxyphenoxy)-4-chromanone). The yield is 5.4%. As a reaction SMILES: [N+](=[C:3]1[C:12](=[O:13])[C:11]2[C:6](=[CH:7][CH:8]=[C:9]([O:14][CH2:15][C:16]3[CH:21]=[CH:20][CH:19]=[CH:18][CH:17]=3)[CH:10]=2)[O:5][CH2:4]1)=[N-].[CH3:22][O:23][C:24]1[CH:29]=[CH:28][C:27]([OH:30])=[CH:26][CH:25]=1>C1(C)C=CC=CC=1.C(OCC)(=O)C.CC(O)=O.CC(O)=O.CC(O)=O.CC(O)=O.[Rh].[Rh]>[CH2:15]([O:14][C:9]1[CH:10]=[C:11]2[C:6](=[CH:7][CH:8]=1)[O:5][CH2:4][CH:3]([O:30][C:27]1[CH:28]=[CH:29][C:24]([O:23][CH3:22])=[CH:25][CH:26]=1)[C:12]2=[O:13])[C:16]1[CH:21]=[CH:20][CH:19]=[CH:18][CH:17]=1 |f:4.5.6.7.8.9|. Procedure: A solution of 76 g of 3-diazo-6-benzyloxy-4-chromanone and 76 g of p-methoxyphenol in 450 ml of toluene was heated to 110° C. in an oil bath. Rhodium (II) acetate dimer (225 mg) was added in one portion. After nitrogen evolution ceased (5 minutes), the reaction was allowed to cool to room temperature, diluted with ethyl acetate and washed with 10% sodium hydroxide to remove excess phenol. The organic layer was dried over sodium sulfate and evaporated in vacuo to give the crude product, which was... Reactants: BrC1=C(C=CC=C1)C(C(=O)N)(C)C (2-(2-bromophenyl)-2-methylpropanamide), F[B-](F)(F)F.C(C)(C)(C)[PH+](C(C)(C)C)C(C)(C)C (tri-tert-butylphosphonium tetrafluoroborate), C(C)[Si](CC)(CC)C#C ((triethylsilyl)acetylene). Reagents/catalysts: [Cu]I (CuI), Cl[Pd]([P](C1=CC=CC=C1)(C2=CC=CC=C2)C3=CC=CC=C3)([P](C4=CC=CC=C4)(C5=CC=CC=C5)C6=CC=CC=C6)Cl (PdCl2(PPh3)2). Run in CN(C)C=O (DMF). Conditions: temperature 65 celsius, time 4 hour. Yields the product CC(C(=O)N)(C)C1=C(C=CC=C1)C#C[Si](CC)(CC)CC (2-Methyl-2-(2-((triethylsilyl)ethynyl)phenyl)propanamide), solid. Yield: 48.0%. RXN SMILES: Br[C:2]1[CH:7]=[CH:6][CH:5]=[CH:4][C:3]=1[C:8]([CH3:13])([CH3:12])[C:9]([NH2:11])=[O:10].F[B-](F)(F)F.C([PH+](C(C)(C)C)C(C)(C)C)(C)(C)C.[CH2:32]([Si:34]([C:39]#[CH:40])([CH2:37][CH3:38])[CH2:35][CH3:36])[CH3:33]>CN(C=O)C.[Cu]I.Cl[Pd](Cl)([P](C1C=CC=CC=1)(C1C=CC=CC=1)C1C=CC=CC=1)[P](C1C=CC=CC=1)(C1C=CC=CC=1)C1C=CC=CC=1>[CH3:12][C:8]([C:3]1[CH:4]=[CH:5][CH:6]=[CH:7][C:2]=1[C:33]#[C:32][Si:34]([CH2:39][CH3:40])([CH2:37][CH3:38])[CH2:35][CH3:36])([CH3:13])[C:9]([NH2:11])=[O:10] |f:1.2,^1:50,69|. Procedure details: A mixture of 2-(2-bromophenyl)-2-methylpropanamide A34 (0.196 g, 0.810 mmol), CuI (0.008 g, 0.040 mmol), tri-tert-butylphosphonium tetrafluoroborate (0.012 g, 0.040 mmol), PdCl2(PPh3)2 (0.028 g, 0.040 mmol) and (triethylsilyl)acetylene (0.174 mL, 0.971 mmol) in DMF (5 mL) was bubbled with N2 for 10 minutes. Et3N (5 mL) was added and the mixture was stirred under nitrogen at 65° C. for 4 hours. The mixture was cooled and the volatiles were removed in vacuo. The dark brown residue was adsorbed ont... Reactants: CCOC(C)=O, O=C(O)c1cccc(Cl)c1[N+](=O)[O-], [K+], [OH-], O. Yields the product O=C(O)c1cccc(O)c1[N+](=O)[O-]. Reaction SMILES: [CH3:16][CH2:17][O:18][C:19](=[O:20])[CH3:21].[Cl:1][c:2]1[c:3]([N+:11](=[O:12])[O-:13])[c:4]([C:5](=[O:6])[OH:7])[cH:8][cH:9][cH:10]1.[K+:15].[OH-:14].[OH2:22]>>[c:2]1([OH:18])[c:3]([N+:11](=[O:12])[O-:13])[c:4]([C:5](=[O:6])[OH:7])[cH:8][cH:9][cH:10]1.